Task: describe an organic reaction: reactants, conditions, products, and yield. Dataset: the Open Reaction Database (ORD), a public repository of structured organic reaction records Reactants: C(C)(C)(C)OC(=O)N1[C@H]2C[C@H]2C[C@H]1CN ((1S,3S,5S)-3-aminomethyl-2-aza-bicyclo[3.1.0]hexane-2-carboxylic acid tert-butyl ester), N1=CC=CC2=CC=CC(=C12)C(=O)O (quinoline-8-carboxylic acid). Product: C(C)(C)(C)OC(=O)N1[C@H]2C[C@H]2C[C@H]1CNC(=O)C=1C=CC=C2C=CC=NC12 ((1S,3S,5S)-3-{[(Quinoline-8-carbonyl)-amino]-methyl}-2-aza-bicyclo[3.1.0]hexane-2-carboxylic acid tert-butyl ester). RXN SMILES: [C:1]([O:5][C:6]([N:8]1[C@H:13]([CH2:14][NH2:15])[CH2:12][C@H:11]2[C@@H:9]1[CH2:10]2)=[O:7])([CH3:4])([CH3:3])[CH3:2].[N:16]1[C:25]2[C:20](=[CH:21][CH:22]=[CH:23][C:24]=2[C:26](O)=[O:27])[CH:19]=[CH:18][CH:17]=1>>[C:1]([O:5][C:6]([N:8]1[C@H:13]([CH2:14][NH:15][C:26]([C:24]2[CH:23]=[CH:22][CH:21]=[C:20]3[C:25]=2[N:16]=[CH:17][CH:18]=[CH:19]3)=[O:27])[CH2:12][C@H:11]2[C@@H:9]1[CH2:10]2)=[O:7])([CH3:4])([CH3:3])[CH3:2]. Procedure details: prepared by reaction of (1S,3S,5S)-3-aminomethyl-2-aza-bicyclo[3.1.0]hexane-2-carboxylic acid tert-butyl ester with quinoline-8-carboxylic acid. LC-MS (acidic): tR=0.95 min; [M+H]+=368.1. Starting materials: CN(C)C=O, COc1nc(C#N)c(C#N)[nH]1, [H-], [H][H], CI, [Na+]. Yields the product COc1nc(C#N)c(C#N)n1C. Reaction SMILES: [CH3:18][N:19]([CH3:20])[CH:21]=[O:22].[CH3:3][O:4][c:5]1[nH:6][c:7]([C:12]#[N:13])[c:8]([C:10]#[N:11])[n:9]1.[H-:1].[H:14][H:15].[I:16][CH3:17].[Na+:2]>>[CH3:3][O:4][c:5]1[n:6][c:7]([C:12]#[N:13])[c:8]([C:10]#[N:11])[n:9]1[CH3:17]. The reactants are CS(=O)(=O)OCC(F)(F)F, CN(C)C=O, O=C(c1ccc2[nH]c(C(=O)N3CCS(=O)(=O)CC3)cc2c1)N1CCN(C2CCC2)CC1, [H-], [Na+]. The product is O=C(c1ccc2c(c1)cc(C(=O)N1CCS(=O)(=O)CC1)n2CC(F)(F)F)N1CCN(C2CCC2)CC1. Reaction SMILES: [CH3:34][S:35]([O:36][CH2:39][C:40]([F:41])([F:42])[F:43])(=[O:37])=[O:38].[CH3:44][N:45]([CH3:46])[CH:47]=[O:48].[CH:1]1([N:5]2[CH2:6][CH2:7][N:8]([C:11](=[O:12])[c:13]3[cH:14][c:15]4[cH:16][c:17]([C:22](=[O:23])[N:24]5[CH2:25][CH2:26][S:27](=[O:30])(=[O:31])[CH2:28][CH2:29]5)[nH:18][c:19]4[cH:20][cH:21]3)[CH2:9][CH2:10]2)[CH2:2][CH2:3][CH2:4]1.[H-:32].[Na+:33]>>[CH:1]1([N:5]2[CH2:6][CH2:7][N:8]([C:11](=[O:12])[c:13]3[cH:14][c:15]4[cH:16][c:17]([C:22](=[O:23])[N:24]5[CH2:25][CH2:26][S:27](=[O:30])(=[O:31])[CH2:28][CH2:29]5)[n:18]([CH2:39][C:40]([F:41])([F:42])[F:43])[c:19]4[cH:20][cH:21]3)[CH2:9][CH2:10]2)[CH2:2][CH2:3][CH2:4]1. The reactants are Nc1ccc(C23CC4CC(CC(C4)C2)C3)cc1, ClCCl, CCOC(=O)Cl, Cl, c1ccncc1. Yields the product CCOC(=O)Nc1ccc(C23CC4CC(CC(C4)C2)C3)cc1. Reaction SMILES: [C:2]12([c:12]3[cH:13][cH:14][c:15]([NH2:18])[cH:16][cH:17]3)[CH2:3][CH:4]3[CH2:5][CH:6]([CH2:7][CH:8]([CH2:9]1)[CH2:10]3)[CH2:11]2.[CH2:31]([Cl:32])[Cl:33].[Cl:25][C:26](=[O:27])[O:28][CH2:29][CH3:30].[ClH:1].[cH:19]1[cH:20][cH:21][n:22][cH:23][cH:24]1>>[C:2]12([c:12]3[cH:13][cH:14][c:15]([NH:18][C:26](=[O:27])[O:28][CH2:29][CH3:30])[cH:16][cH:17]3)[CH2:3][CH:4]3[CH2:5][CH:6]([CH2:7][CH:8]([CH2:9]1)[CH2:10]3)[CH2:11]2. The reactants are CO, [Cl-], CC1(C)Oc2cc(NC(=O)CCl)c(O)cc2C(NCCc2ccccc2)C1O, [NH4+], [Na+], [OH-]. Reaction SMILES: [CH3:31][OH:32].[Cl-:29].[Cl:1][CH2:2][C:3](=[O:4])[NH:5][c:6]1[cH:7][c:8]2[c:9]([cH:26][c:27]1[OH:28])[CH:10]([NH:17][CH2:18][CH2:19][c:20]1[cH:21][cH:22][cH:23][cH:24][cH:25]1)[CH:11]([OH:16])[C:12]([CH3:14])([CH3:15])[O:13]2.[NH4+:30].[Na+:34].[OH-:33]>>[CH2:2]1[C:3](=[O:4])[NH:5][c:6]2[cH:7][c:8]3[c:9]([cH:26][c:27]2[O:28]1)[CH:10]([NH:17][CH2:18][CH2:19][c:20]1[cH:21][cH:22][cH:23][cH:24][cH:25]1)[CH:11]([OH:16])[C:12]([CH3:14])([CH3:15])[O:13]3. Yields the product CC1(C)Oc2cc3c(cc2C(NCCc2ccccc2)C1O)OCC(=O)N3. Reactants: O=C(CBr)c1ccc(Br)cc1, C1CCNC1, CCOCC. Product: O=C(CN1CCCC1)c1ccc(Br)cc1. Reaction SMILES: [Br:1][CH2:2][C:3](=[O:4])[c:5]1[cH:6][cH:7][c:8]([Br:11])[cH:9][cH:10]1.[CH2:12]1[CH2:13][CH2:14][NH:15][CH2:16]1.[CH3:17][CH2:18][O:19][CH2:20][CH3:21]>>[CH2:2]([C:3](=[O:4])[c:5]1[cH:6][cH:7][c:8]([Br:11])[cH:9][cH:10]1)[N:15]1[CH2:14][CH2:13][CH2:12][CH2:16]1. Reactants: CCOC(=O)CC(=O)C(OCC)OCC, C1CCNCC1, O=Cc1ccccc1Cl, c1ccccc1. Reaction SMILES: [CH2:10]([CH3:11])[O:12][CH:13]([C:14]([CH2:15][C:16](=[O:17])[O:18][CH2:19][CH3:20])=[O:21])[O:22][CH2:23][CH3:24].[CH2:25]1[CH2:26][CH2:27][NH:28][CH2:29][CH2:30]1.[Cl:1][c:2]1[c:3]([CH:4]=[O:5])[cH:6][cH:7][cH:8][cH:9]1.[cH:31]1[cH:32][cH:33][cH:34][cH:35][cH:36]1>>[Cl:1][c:2]1[c:3]([CH:4]=[C:15]([C:14]([CH:13]([O:12][CH2:10][CH3:11])[O:22][CH2:23][CH3:24])=[O:21])[C:16](=[O:17])[O:18][CH2:19][CH3:20])[cH:6][cH:7][cH:8][cH:9]1. The product is CCOC(=O)C(=Cc1ccccc1Cl)C(=O)C(OCC)OCC. As a reaction SMILES: [Br:38][c:39]1[cH:40][cH:41][c:42]([S:45](=[O:46])(=[O:47])[NH2:48])[cH:43][cH:44]1.[C:49](=[O:50])([O-:51])[OH:52].[CH3:132][CH2:133][O:134][C:135](=[O:136])[CH3:137].[CH3:138][CH2:139][OH:140].[CH3:1][c:2]1[cH:3][cH:4][cH:5][cH:6][cH:7]1.[F:8][c:9]1[cH:10][cH:11][c:12]([NH:13][c:14]2[c:15]([C:16](=[O:17])[O:18][C:19]([CH3:20])([CH3:21])[CH3:22])[cH:23][cH:24][c:25]([B:27]3[O:28][C:29]([CH3:30])([CH3:31])[C:32]([CH3:33])([CH3:34])[O:35]3)[cH:26]2)[cH:36][cH:37]1.[Na+:53].[OH2:131].[cH:54]1[cH:55][cH:56][c:57]([P:58]([Pd:59]([P:60]([c:61]2[cH:62][cH:63][cH:64][cH:65][cH:66]2)([c:67]2[cH:68][cH:69][cH:70][cH:71][cH:72]2)[c:73]2[cH:74][cH:75][cH:76][cH:77][cH:78]2)([P:79]([c:80]2[cH:81][cH:82][cH:83][cH:84][cH:85]2)([c:86]2[cH:87][cH:88][cH:89][cH:90][cH:91]2)[c:92]2[cH:93][cH:94][cH:95][cH:96][cH:97]2)[P:98]([c:99]2[cH:100][cH:101][cH:102][cH:103][cH:104]2)([c:105]2[cH:106][cH:107][cH:108][cH:109][cH:110]2)[c:111]2[cH:112][cH:113][cH:114][cH:115][cH:116]2)([c:117]2[cH:118][cH:119][cH:120][cH:121][cH:122]2)[c:123]2[cH:124][cH:125][cH:126][cH:127][cH:128]2)[cH:129][cH:130]1>>[F:8][c:9]1[cH:10][cH:11][c:12]([NH:13][c:14]2[c:15]([C:16](=[O:17])[O:18][C:19]([CH3:20])([CH3:21])[CH3:22])[cH:23][cH:24][c:25](-[c:39]3[cH:40][cH:41][c:42]([S:45](=[O:46])(=[O:47])[NH2:48])[cH:43][cH:44]3)[cH:26]2)[cH:36][cH:37]1. Yields the product CC(C)(C)OC(=O)c1ccc(-c2ccc(S(N)(=O)=O)cc2)cc1Nc1ccc(F)cc1. Starting materials: NS(=O)(=O)c1ccc(Br)cc1, O=C([O-])O, CCOC(C)=O, CCO, Cc1ccccc1, CC(C)(C)OC(=O)c1ccc(B2OC(C)(C)C(C)(C)O2)cc1Nc1ccc(F)cc1, [Na+], O, c1ccc(P(c2ccccc2)(c2ccccc2)[Pd](P(c2ccccc2)(c2ccccc2)c2ccccc2)(P(c2ccccc2)(c2ccccc2)c2ccccc2)P(c2ccccc2)(c2ccccc2)c2ccccc2)cc1. Reactants: Cl (HCl), [BH4-].[Na+] (NaBH4), C(OC)COC (dimethoxyethane), Cl (HCl), C(F)(F)(C(F)(F)C(F)(F)F)OC(F)(C(F)(F)F)C(F)(F)OC(F)(C(F)(F)F)C(F)(F)OC(F)(C(F)(F)F)C(F)(F)OC(F)(C(F)(F)F)C(F)(F)OC(F)(C(F)(F)F)C(F)(F)OC(F)(C(F)(F)F)C(=O)OC (C3F7O(CF(CF3)CF2O)5CF(CF3)COOCH3). The solvent is CO (MeOH), O (water). Conditions: temperature 50 celsius, time 8 hour. Product: C(F)(F)(C(F)(F)C(F)(F)F)OC(F)(C(F)(F)F)C(F)(F)OC(F)(C(F)(F)F)C(F)(F)OC(F)(C(F)(F)F)C(F)(F)OC(F)(C(F)(F)F)C(F)(F)OC(F)(C(F)(F)F)C(F)(F)OC(F)(C(F)(F)F)CO (C3F7O(CF(CF3)CF2O)5CF(CF3)CH2OH). Yield: 95.4%. As a reaction SMILES: [BH4-].[Na+].C(COC)OC.[C:9]([O:19][C:20]([C:26]([O:29][C:30]([C:36]([O:39][C:40]([C:46]([O:49][C:50]([C:56]([O:59][C:60]([C:66]([O:69][C:70]([C:76](OC)=[O:77])([C:72]([F:75])([F:74])[F:73])[F:71])([F:68])[F:67])([C:62]([F:65])([F:64])[F:63])[F:61])([F:58])[F:57])([C:52]([F:55])([F:54])[F:53])[F:51])([F:48])[F:47])([C:42]([F:45])([F:44])[F:43])[F:41])([F:38])[F:37])([C:32]([F:35])([F:34])[F:33])[F:31])([F:28])[F:27])([C:22]([F:25])([F:24])[F:23])[F:21])([C:12]([C:15]([F:18])([F:17])[F:16])([F:14])[F:13])([F:11])[F:10].Cl>O.CO>[C:9]([O:19][C:20]([C:26]([O:29][C:30]([C:36]([O:39][C:40]([C:46]([O:49][C:50]([C:56]([O:59][C:60]([C:66]([O:69][C:70]([CH2:76][OH:77])([C:72]([F:73])([F:74])[F:75])[F:71])([F:67])[F:68])([C:62]([F:63])([F:64])[F:65])[F:61])([F:58])[F:57])([C:52]([F:53])([F:54])[F:55])[F:51])([F:48])[F:47])([C:42]([F:45])([F:44])[F:43])[F:41])([F:38])[F:37])([C:32]([F:35])([F:34])[F:33])[F:31])([F:28])[F:27])([C:22]([F:25])([F:24])[F:23])[F:21])([C:12]([C:15]([F:18])([F:17])[F:16])([F:14])[F:13])([F:11])[F:10] |f:0.1|. Reported procedure: A stirred mixture of 30 g NaBH4 (Aldrich), 50 mL HFE, and 400 mL dry dimethoxyethane was treated over 6 hours with 1000 g C3F7O(CF(CF3)CF2O)5CF(CF3)COOCH3, resulting in an exotherm, and the mixture was stirred at 50° C. overnight. After cooling, the mixture was cautiously treated with first 50 mL MeOH and then 75 mL 5% HCl, with the first few mL of HCl causing vigorous foaming. Addition of 300 mL water, filtration of some white solid at the interphase, and stripping the lower layer gave 931 g C3...